From a dataset of the Open Reaction Database (ORD), a public repository of structured organic reaction records. describe an organic reaction: reactants, conditions, products, and yield Reactants: c1ccc(CN2CCc3nccnc3CC2)cc1, CN(C)c1ccccc1, [NH2-], [Na]. Yields the product Nc1cnc2c(n1)CCN(Cc1ccccc1)CC2. RXN SMILES: [CH2:1]([c:2]1[cH:3][cH:4][cH:5][cH:6][cH:7]1)[N:8]1[CH2:9][CH2:10][c:11]2[c:12]([n:15][cH:16][cH:17][n:18]2)[CH2:13][CH2:14]1.[CH3:21][N:22]([CH3:23])[c:24]1[cH:25][cH:26][cH:27][cH:28][cH:29]1.[NH2-:20].[Na:19]>>[CH2:1]([c:2]1[cH:3][cH:4][cH:5][cH:6][cH:7]1)[N:8]1[CH2:9][CH2:10][c:11]2[c:12]([n:15][c:16]([NH2:20])[cH:17][n:18]2)[CH2:13][CH2:14]1.